From a dataset of the Open Reaction Database (ORD), a public repository of structured organic reaction records. describe an organic reaction: reactants, conditions, products, and yield Reactants: CS(=O)(=O)OC1CN(C1)C=1SC=C(N1)C(=O)N1CCCC1 (3-methanesulfonyloxy-1-(4-pyrrolidinocarbonyl-1,3-thiazol-2-yl)azetidine), C(C)(=S)[O-].[K+] (potassium thioacetate). Solvent: CN(C=O)C (dimethylformamide). Conditions: temperature 80 celsius, time 5 hour. The product is C(C)(=O)SC1CN(C1)C=1SC=C(N1)C(=O)N1CCCC1 (3-acetylthio-1-(4-pyrrolidinocarbonyl-1,3-thiazol-2-yl)azetidine). The yield is 74.7%. As a reaction SMILES: CS(O[CH:6]1[CH2:9][N:8]([C:10]2[S:11][CH:12]=[C:13]([C:15]([N:17]3[CH2:21][CH2:20][CH2:19][CH2:18]3)=[O:16])[N:14]=2)[CH2:7]1)(=O)=O.[C:22]([O-:25])(=[S:24])[CH3:23].[K+]>CN(C)C=O>[C:22]([S:24][CH:6]1[CH2:7][N:8]([C:10]2[S:11][CH:12]=[C:13]([C:15]([N:17]3[CH2:18][CH2:19][CH2:20][CH2:21]3)=[O:16])[N:14]=2)[CH2:9]1)(=[O:25])[CH3:23] |f:1.2|. Reported procedure: To a solution of 3-methanesulfonyloxy-1-(4-pyrrolidinocarbonyl-1,3-thiazol-2-yl)azetidine (335 mg, 1.01 mmol) (obtained as described in Reference Example 26(3)) in dimethylformamide (15 ml) was added potassium thioacetate (1.10 g, 8.80 mmol) at room temperature, and the reaction mixture was stirred in an oil bath (80° C.) for 5 hours. After checking the completion of the reaction, the reaction mixture was partitioned between ethyl acetate and 10% aqueous sodium chloride solution. The organic lay... Starting materials: Nc1ncnn2c(-c3ccc(CBr)cc3)cc(-c3ccc4cn(Cc5ccccc5)nc4c3)c12, CN1CCNCC1. Product: CN1CCN(Cc2ccc(-c3cc(-c4ccc5cn(Cc6ccccc6)nc5c4)c4c(N)ncnn34)cc2)CC1. Reaction SMILES: [CH2:1]([c:2]1[cH:3][cH:4][cH:5][cH:6][cH:7]1)[n:8]1[n:9][c:10]2[cH:11][c:12](-[c:17]3[cH:18][c:19](-[c:27]4[cH:28][cH:29][c:30]([CH2:33][Br:34])[cH:31][cH:32]4)[n:20]4[n:21][cH:22][n:23][c:24]([NH2:26])[c:25]34)[cH:13][cH:14][c:15]2[cH:16]1.[CH3:35][N:36]1[CH2:37][CH2:38][NH:39][CH2:40][CH2:41]1>>[CH2:1]([c:2]1[cH:3][cH:4][cH:5][cH:6][cH:7]1)[n:8]1[n:9][c:10]2[cH:11][c:12](-[c:17]3[cH:18][c:19](-[c:27]4[cH:28][cH:29][c:30]([CH2:33][N:39]5[CH2:38][CH2:37][N:36]([CH3:35])[CH2:41][CH2:40]5)[cH:31][cH:32]4)[n:20]4[n:21][cH:22][n:23][c:24]([NH2:26])[c:25]34)[cH:13][cH:14][c:15]2[cH:16]1. The reactants are OC(C(=O)OCC)(C(=O)OCC)CC(C1=CC(=NC(=C1)C)C)=O (Diethyl hydroxy[2-oxo-2-(2,6-dimethyl-4-pyridinyl)ethyl]propanedioate), C(C)(=O)C1=CC(=NC(=C1)C)C (4-acetyl-2,6-dimethylpyridine). Product: OC(C(=O)OCC)(C(=O)OCC)CC(C1=CC=NC=C1)=O (Diethyl hydroxy[2-oxo-2-(4-pyridinyl)ethyl]propanedioate). Reaction SMILES: [OH:1][C:2]([CH2:13][C:14](=[O:23])[C:15]1[CH:20]=[C:19](C)[N:18]=[C:17](C)[CH:16]=1)([C:8]([O:10][CH2:11][CH3:12])=[O:9])[C:3]([O:5][CH2:6][CH3:7])=[O:4].C(C1C=C(C)N=C(C)C=1)(=O)C>>[OH:1][C:2]([CH2:13][C:14](=[O:23])[C:15]1[CH:16]=[CH:17][N:18]=[CH:19][CH:20]=1)([C:3]([O:5][CH2:6][CH3:7])=[O:4])[C:8]([O:10][CH2:11][CH3:12])=[O:9]. Reported procedure: A-6. Diethyl hydroxy[2-oxo-2-(2,6-dimethyl-4-pyridinyl)ethyl]propanedioate using 4-acetyl-2,6-dimethylpyridine. Reactants: CC(Cl)c1cccnc1, BrC1=NNC2=CC=C(OC(F)(F)F)C=C12. The reagents and catalysts are O=C([O-])[O-].[Cs+].[Cs+] (cesium carbonate), [I-].[K+] (potassium iodide). The solvent is CN(C)C=O (DMF), CN(C)C=O (dmf), CN(C)C=O (DMF). Conditions: temperature 70 celsius, time 16 hour. Yields the product BrC9=NN(C(C)C%10=CC=CN=C%10)C%11=CC=C(OC(F)(F)F)C=C9%11. The reactants are Oc1cc(CCl)on1, O=S(=O)(Cl)Cl, c1ccccc1. Product: Oc1noc(CCl)c1Cl. Reaction SMILES: [Cl:1][CH2:2][c:3]1[cH:4][c:5]([OH:8])[n:6][o:7]1.[S:9]([Cl:10])(=[O:11])([Cl:12])=[O:13].[cH:14]1[cH:15][cH:16][cH:17][cH:18][cH:19]1>>[Cl:1][CH2:2][c:3]1[c:4]([Cl:12])[c:5]([OH:8])[n:6][o:7]1. Reactants: C(C)(=O)Cl (acetyl chloride), CC1=NN([N+](=C1C)[O-])C1=CC=CC=C1 (4,5-dimethyl-2-phenyl-1,2,3-triazol-1-oxide), C(C)(=O)Cl (acetyl chloride), aqueous solution, [OH-].[Na+] (sodium hydroxide). Solvent: C1(=CC=CC=C1)C (toluene), C(C)N(CC)CC (triethylamine), C1(=CC=CC=C1)C (toluene), C1(=CC=CC=C1)C (toluene), C1(=CC=CC=C1)C (toluene), C1(=CC=CC=C1)C (toluene), C(C)N(CC)CC (triethylamine). Conditions: temperature 80 celsius, time 1 hour. Yields the product CC=1C(=NN(N1)C1=CC=CC=C1)CO ((5-Methyl-2-phenyl-1,2,3-triazol-4-yl)methan-1-ol). Isolated yield 80.3%. Reaction SMILES: [CH3:1][C:2]1[C:6]([CH3:7])=[N+:5]([O-])[N:4]([C:9]2[CH:14]=[CH:13][CH:12]=[CH:11][CH:10]=2)[N:3]=1.C(Cl)(=[O:17])C.[OH-].[Na+]>C1(C)C=CC=CC=1.C(N(CC)CC)C>[CH3:1][C:2]1[C:6]([CH2:7][OH:17])=[N:5][N:4]([C:9]2[CH:14]=[CH:13][CH:12]=[CH:11][CH:10]=2)[N:3]=1 |f:2.3|. Reported procedure: 7.1 g of 4,5-dimethyl-2-phenyl-1,2,3-triazol-1-oxide was dissolved in 25 ml of toluene, and heated to 80° C. 4.8 g of acetyl chloride diluted with 13 ml of toluene and 9.1 ml of triethylamine diluted with 13 ml of toluene were simultaneouly added dropwise thereto, keeping the temperature below 85° C. After stirring for 1 hour at 80° C., 2.5 ml of acetyl chloride diluted with 5 ml of toluene and 4.5 ml of triethylamine diluted with 5 ml of toluene were simultaneously added. After stirring for 1 h... Starting materials: O (water), C(C)I (Ethyl iodide), C(C1=CC=CC=C1)OC1=CC(=C(C(=O)O)C=C1)CC (4-benzyloxy-2-ethylbenzoic acid), C([O-])([O-])=O.[K+].[K+] (potassium carbonate). Solvent: CN(C=O)C (N,N-dimethylformamide). Yields the product C(C1=CC=CC=C1)OC1=CC(=C(C(=O)OCC)C=C1)CC (Ethyl 4-benzyloxy-2-ethylbenzoate). As a reaction SMILES: [CH2:1](I)[CH3:2].[CH2:4]([O:11][C:12]1[CH:20]=[CH:19][C:15]([C:16]([OH:18])=[O:17])=[C:14]([CH2:21][CH3:22])[CH:13]=1)[C:5]1[CH:10]=[CH:9][CH:8]=[CH:7][CH:6]=1.C(=O)([O-])[O-].[K+].[K+].O>CN(C)C=O>[CH2:4]([O:11][C:12]1[CH:20]=[CH:19][C:15]([C:16]([O:18][CH2:1][CH3:2])=[O:17])=[C:14]([CH2:21][CH3:22])[CH:13]=1)[C:5]1[CH:6]=[CH:7][CH:8]=[CH:9][CH:10]=1 |f:2.3.4|. Procedure details: Ethyl iodide (0.268 mL) was added to a suspension of 4-benzyloxy-2-ethylbenzoic acid (0.572 g) and potassium carbonate (0.617 g) in N,N-dimethylformamide (5.6 mL) at room temperature with stirring. The mixture was stirred at 50° C. for 1.5 hrs and at room temperature for 13 hrs, and then water was added. The mixture was extracted with ethyl acetate. The organic layer was washed with water, an aqueous solution of sodium chloride and brine successively, and dried over anhydrous magnesium sulfate. ...